This data is from the Open Reaction Database (ORD), a public repository of structured organic reaction records. The task is: describe an organic reaction: reactants, conditions, products, and yield Run at time 12 hour. Starting materials: C(C)(=O)N(C(=O)OCCOC1=C(C=C(C=C1OC)C1SC(SC1)C1=CC(=C(C(=C1)OC)OC)OC)OC)CC1=NC=CC=C1 (2-[-N-acetyl[{2,6-dimethoxy-4-(3-(3,4,5-trimethoxyphenyl)-2,4-dithiolanyl)phenoxy}ethoxycarbonyl]aminomethyl]pyridine), C(C)(C)N(CC)C(C)C (diisopropylethylamine), O(S(=O)(=O)C(F)(F)F)CC (Ethyl triflate). Product: [O-]S(=O)(=O)C(F)(F)F.C(C)(=O)N(C(=O)OCCOC1=C(C=C(C=C1OC)[C@@H]1S[C@H](SC1)C1=CC(=C(C(=C1)OC)OC)OC)OC)CC1=[N+](C=CC=C1)CC (trans-2-[N-acetyl[{2,6-dimethoxy-4-(3-(3,4,5-trimethoxyphenyl)-2,4-dithiolanyl)phenoxy}ethoxycarbonyl]aminomethyl]-1-ethyl pyridinium triflate). Procedure details: 2-[-N-acetyl[{2,6-dimethoxy-4-(3-(3,4,5-trimethoxyphenyl)-2,4-dithiolanyl)phenoxy}ethoxycarbonyl]aminomethyl]pyridine (32) (FIG. 26) (0.049 g, 0.076 mmole), diisopropylethylamine (8 μl, 0.076 mmole) and 5 ml anhydrous dichloromethane were cooled to 0° C. under a nitrogen atmosphere. Ethyl triflate (10 μl, 0.076 mmole) was added. The reaction was allowed to warm to room temperature and was stirred for 12 hours. The solvent was removed in vacuo and the remaining residue redissolved in 0.5 ml aceto... Run in ClCCl (dichloromethane). RXN SMILES: [C:1]([N:4]([CH2:38][C:39]1[CH:44]=[CH:43][CH:42]=[CH:41][N:40]=1)[C:5]([O:7][CH2:8][CH2:9][O:10][C:11]1[C:16]([O:17][CH3:18])=[CH:15][C:14]([CH:19]2[CH2:23][S:22][CH:21]([C:24]3[CH:29]=[C:28]([O:30][CH3:31])[C:27]([O:32][CH3:33])=[C:26]([O:34][CH3:35])[CH:25]=3)[S:20]2)=[CH:13][C:12]=1[O:36][CH3:37])=[O:6])(=[O:3])[CH3:2].[CH:45](N(C(C)C)CC)(C)[CH3:46].[O:54](CC)[S:55]([C:58]([F:61])([F:60])[F:59])(=[O:57])=[O:56]>ClCCl>[O-:57][S:55]([C:58]([F:61])([F:60])[F:59])(=[O:56])=[O:54].[C:1]([N:4]([CH2:38][C:39]1[CH:44]=[CH:43][CH:42]=[CH:41][N+:40]=1[CH2:45][CH3:46])[C:5]([O:7][CH2:8][CH2:9][O:10][C:11]1[C:16]([O:17][CH3:18])=[CH:15][C:14]([C@H:19]2[CH2:23][S:22][C@H:21]([C:24]3[CH:29]=[C:28]([O:30][CH3:31])[C:27]([O:32][CH3:33])=[C:26]([O:34][CH3:35])[CH:25]=3)[S:20]2)=[CH:13][C:12]=1[O:36][CH3:37])=[O:6])(=[O:3])[CH3:2] |f:4.5|. The reactants are [Cl-].BrC1=NNC=2N=CC=3C[NH2+]CCC3C21 (1-bromo-6,7,8,9-tetrahydro-3H-pyrazolo[3,4-c][2,7]naphthyridin-7-ium chloride), CCN(C(C)C)C(C)C (Hunig's Base), C1(=CC=CC=C1)N=C=O (phenyl isocyanate). The solvent is ClCCl (dichloromethane), ClCCl (dichloromethane). Conditions: time 10 minute. Yields the product BrC1=NNC=2N=CC=3CN(CCC3C21)C(=O)NC2=CC=CC=C2 (1-bromo-N-phenyl-8,9-dihydro-3H-pyrazolo[3,4-c][2,7]naphthyridine-7-(6H)-carboxamide). Isolated yield 293.1%. RXN SMILES: [Cl-].[Br:2][C:3]1[C:15]2[C:14]3[CH2:13][CH2:12][NH2+:11][CH2:10][C:9]=3[CH:8]=[N:7][C:6]=2[NH:5][N:4]=1.CCN(C(C)C)C(C)C.[C:25]1([N:31]=[C:32]=[O:33])[CH:30]=[CH:29][CH:28]=[CH:27][CH:26]=1>ClCCl>[Br:2][C:3]1[C:15]2[C:14]3[CH2:13][CH2:12][N:11]([C:32]([NH:31][C:25]4[CH:30]=[CH:29][CH:28]=[CH:27][CH:26]=4)=[O:33])[CH2:10][C:9]=3[CH:8]=[N:7][C:6]=2[NH:5][N:4]=1 |f:0.1|. Reported procedure: To a solution of 1-bromo-6,7,8,9-tetrahydro-3H-pyrazolo[3,4-c][2,7]naphthyridin-7-ium chloride (0.16 g, 0.55 mmol) in dichloromethane (5 mL), Hunig's Base (0.59 mL, 3.3 mmol) was added and stirred under inert atmosphere. After 10 minutes, phenyl isocyanate (0.06 mL, 0.57 mmol) was added and the reaction was allowed to stir at room temperature for 2 hours. The mixture was diluted with dichloromethane (10 mL) and washed with water (2×5 mL), dried over anhydrous sodium sulfate, filtered and dried i... The reactants are ClC1=NC2=CC=C(C=C2C=N1)C1=C(C(=CC(=C1Cl)OC)OC)Cl (2-chloro-6-(2,6-dichloro-3,5-dimethoxyphenyl)quinazoline), N[C@H]1[C@H](CCCC1)NC(OC(C)(C)C)=O (tert-butyl ((1S,2R)-2-aminocyclohexyl)carbamate), C1CCC2=NCCCN2CC1 (DBU). Run in C(C)#N (acetonitrile). Reaction conditions: temperature 70 celsius. The product is ClC1=C(C(=C(C=C1OC)OC)Cl)C=1C=C2C=NC(=NC2=CC1)N[C@H]1[C@H](CCCC1)NC(OC(C)(C)C)=O (tert-butyl ((1S,2R)-2-((6-(2,6-dichloro-3,5-dimethoxyphenyl)quinazolin-2-yl)amino)cyclohexyl)carbamate). Yield: 77.3%. As a reaction SMILES: Cl[C:2]1[N:11]=[CH:10][C:9]2[C:4](=[CH:5][CH:6]=[C:7]([C:12]3[C:17]([Cl:18])=[C:16]([O:19][CH3:20])[CH:15]=[C:14]([O:21][CH3:22])[C:13]=3[Cl:23])[CH:8]=2)[N:3]=1.[NH2:24][C@@H:25]1[CH2:30][CH2:29][CH2:28][CH2:27][C@@H:26]1[NH:31][C:32](=[O:38])[O:33][C:34]([CH3:37])([CH3:36])[CH3:35].C1CCN2C(=NCCC2)CC1>C(#N)C>[Cl:23][C:13]1[C:14]([O:21][CH3:22])=[CH:15][C:16]([O:19][CH3:20])=[C:17]([Cl:18])[C:12]=1[C:7]1[CH:8]=[C:9]2[C:4](=[CH:5][CH:6]=1)[N:3]=[C:2]([NH:24][C@@H:25]1[CH2:30][CH2:29][CH2:28][CH2:27][C@@H:26]1[NH:31][C:32](=[O:38])[O:33][C:34]([CH3:36])([CH3:35])[CH3:37])[N:11]=[CH:10]2. Procedure details: A mixture of 2-chloro-6-(2,6-dichloro-3,5-dimethoxyphenyl)quinazoline (0.95 g, 2.6 mmol), tert-butyl ((1S,2R)-2-aminocyclohexyl)carbamate (1.1 g, 5.14 mmol), and DBU (0.77 mL, 5.14 mmol) in acetonitrile (9 mL) was degassed with N2 for 5 mins and heated at 70° C. for 16 h. The mixture was cooled to room temperature, concentrated and the residue was purified by silica gel column chromatography to afford tert-butyl ((1S,2R)-2-((6-(2,6-dichloro-3,5-dimethoxyphenyl)quinazolin-2-yl)amino)cyclohexyl)ca... Reactants: Cl.NC(=N)N (guanidine hydrochloride), [Na] (sodium), Cl.ClC(=O)C1=CN(C2=NC=CC=C21)C2=CC=NC1=CC=CC=C21 (3-chlorocarbonyl-1-(quinolin-4-yl)-1H-pyrrolo[2,3-b]pyridine hydrochloride). Run in CO (methanol). Yields the product N1=CC=C(C2=CC=CC=C12)N1C=C(C=2C1=NC=CC2)C(=O)NC(=N)N (N-[1-(quinolin-4-yl)-1H-pyrrolo[2,3-b]pyridine-3-carbonyl]guanidine). The yield is 40.0%. RXN SMILES: [Na].Cl.[NH2:3][C:4]([NH2:6])=[NH:5].Cl.Cl[C:9]([C:11]1[C:19]2[C:14](=[N:15][CH:16]=[CH:17][CH:18]=2)[N:13]([C:20]2[C:29]3[C:24](=[CH:25][CH:26]=[CH:27][CH:28]=3)[N:23]=[CH:22][CH:21]=2)[CH:12]=1)=[O:10]>CO>[N:23]1[C:24]2[C:29](=[CH:28][CH:27]=[CH:26][CH:25]=2)[C:20]([N:13]2[C:14]3=[N:15][CH:16]=[CH:17][CH:18]=[C:19]3[C:11]([C:9]([NH:5][C:4]([NH2:6])=[NH:3])=[O:10])=[CH:12]2)=[CH:21][CH:22]=1 |f:1.2,3.4,^1:0|. Reported procedure: 1.5 g (65 mmol) of sodium (washed beforehand in toluene) were added gradually to 100 cm3 of methanol at a temperature in the region of 20° C. under an argon atmosphere. After dissolving with stirring, 6.5 g (68 mmol) of guanidine hydrochloride were added and the mixture was stirred at a temperature in the region of 20° C. for 2 h. The reaction mixture was subsequently concentrated to dryness under reduced pressure (2.7 kPa) and the residue was twice in succession taken up in 70 cm3 of dichlorome... Reactants: CCCCc1ncc(CO)n1Cc1ccccc1Cl, ClCCl, Cc1ccccc1. Yields the product CCCCc1ncc(C=O)n1Cc1ccccc1Cl. Reaction SMILES: [CH2:1]([CH2:2][CH2:3][CH3:4])[c:5]1[n:6]([CH2:12][c:13]2[c:14]([Cl:19])[cH:15][cH:16][cH:17][cH:18]2)[c:7]([CH2:10][OH:11])[cH:8][n:9]1.[CH2:27]([Cl:28])[Cl:29].[CH3:20][c:21]1[cH:22][cH:23][cH:24][cH:25][cH:26]1>>[CH2:1]([CH2:2][CH2:3][CH3:4])[c:5]1[n:6]([CH2:12][c:13]2[c:14]([Cl:19])[cH:15][cH:16][cH:17][cH:18]2)[c:7]([CH:10]=[O:11])[cH:8][n:9]1. The reactants are CC(=O)Oc1cc(C=O)cc2c1C(COC(N)=O)C1(OC(C)=O)ON2CC2C1N2C(C)=O, O=C([O-])O, CC(=O)O, CO, [Na+]. Yields the product CC(=O)OC12ON(CC3C1N3C(C)=O)c1cc(C=O)cc(O)c1C2COC(N)=O. Reaction SMILES: [C:1](=[O:2])([CH3:3])[O:4][c:5]1[cH:6][c:7]([CH:31]=[O:32])[cH:8][c:9]2[c:17]1[CH:16]([CH2:18][O:19][C:20]([NH2:21])=[O:22])[C:15]1([O:24][C:25]([CH3:26])=[O:27])[CH:14]3[CH:12]([CH2:11][N:10]2[O:23]1)[N:13]3[C:28]([CH3:29])=[O:30].[C:33](=[O:34])([OH:35])[O-:36].[CH3:38][C:39](=[O:40])[OH:41].[CH3:42][OH:43].[Na+:37]>>[OH:4][c:5]1[cH:6][c:7]([CH:31]=[O:32])[cH:8][c:9]2[c:17]1[CH:16]([CH2:18][O:19][C:20]([NH2:21])=[O:22])[C:15]1([O:24][C:25]([CH3:26])=[O:27])[CH:14]3[CH:12]([CH2:11][N:10]2[O:23]1)[N:13]3[C:28]([CH3:29])=[O:30]. Starting materials: CS(C)=O, CCN(C(C)C)C(C)C, CC(C)(C)OC(=O)N1CCC(COC(CO)c2cc(Cl)cc3cn(COCC[Si](C)(C)C)nc23)(c2ccc(F)cc2)CC1, O=C(Cl)C(=O)Cl, ClCCl. Yields the product CC(C)(C)OC(=O)N1CCC(COC(C=O)c2cc(Cl)cc3cn(COCC[Si](C)(C)C)nc23)(c2ccc(F)cc2)CC1. RXN SMILES: [CH3:1][S:2]([CH3:3])=[O:4].[CH:54]([N:55]([CH2:56][CH3:57])[CH:58]([CH3:59])[CH3:60])([CH3:61])[CH3:62].[Cl:11][c:12]1[cH:13][c:14]2[cH:15][n:16]([CH2:46][O:47][CH2:48][CH2:49][Si:50]([CH3:51])([CH3:52])[CH3:53])[n:17][c:18]2[c:19]([CH:21]([CH2:22][OH:23])[O:24][CH2:25][C:26]2([c:39]3[cH:40][cH:41][c:42]([F:45])[cH:43][cH:44]3)[CH2:27][CH2:28][N:29]([C:32](=[O:33])[O:34][C:35]([CH3:36])([CH3:37])[CH3:38])[CH2:30][CH2:31]2)[cH:20]1.[Cl:5][C:6]([C:7]([Cl:8])=[O:9])=[O:10].[Cl:63][CH2:64][Cl:65]>>[Cl:11][c:12]1[cH:13][c:14]2[cH:15][n:16]([CH2:46][O:47][CH2:48][CH2:49][Si:50]([CH3:51])([CH3:52])[CH3:53])[n:17][c:18]2[c:19]([CH:21]([CH:22]=[O:23])[O:24][CH2:25][C:26]2([c:39]3[cH:40][cH:41][c:42]([F:45])[cH:43][cH:44]3)[CH2:27][CH2:28][N:29]([C:32](=[O:33])[O:34][C:35]([CH3:36])([CH3:37])[CH3:38])[CH2:30][CH2:31]2)[cH:20]1. The product is COC(=O)c1cccc(C(=O)c2[nH]c3cc(Cl)ccc3c2NC(C)=O)c1. The reactants are CC(=O)Cl, CCOC(C)=O, COC(=O)c1cccc(C(=O)c2[nH]c3cc(Cl)ccc3c2N)c1. Reaction SMILES: [CH3:24][C:25]([Cl:26])=[O:27].[CH3:28][CH2:29][O:30][C:31](=[O:32])[CH3:33].[NH2:1][c:2]1[c:3]([C:12]([c:13]2[cH:14][c:15]([C:19](=[O:20])[O:21][CH3:22])[cH:16][cH:17][cH:18]2)=[O:23])[nH:4][c:5]2[cH:6][c:7]([Cl:11])[cH:8][cH:9][c:10]12>>[NH:1]([c:2]1[c:3]([C:12]([c:13]2[cH:14][c:15]([C:19](=[O:20])[O:21][CH3:22])[cH:16][cH:17][cH:18]2)=[O:23])[nH:4][c:5]2[cH:6][c:7]([Cl:11])[cH:8][cH:9][c:10]12)[C:25]([CH3:24])=[O:27]. Reactants: ClC1=C(C=O)C=C(C(=C1)F)C1=NN(C(=C1Cl)C(F)(F)F)C (2-chloro-5-[4-chloro-1-methyl-5-(trifluoromethyl)-1H-pyrazol-3-yl]-4-fluorobenzaldehyde), CC(=O)C.OS(=O)(=O)O.O=[Cr](=O)=O (Jones' reagent), O (water). Solvent: CC(=O)C (acetone). Conditions: time 2 hour. The product is ClC1=C(C(=O)O)C=C(C(=C1)F)C1=NN(C(=C1Cl)C(F)(F)F)C (2-chloro-5-[4-chloro-1-methyl-5-(trifluoromethyl)-1H-pyrazol-3-yl]-4-fluoro-benzoic acid). The yield is 95.5%. Reaction SMILES: [Cl:1][C:2]1[CH:9]=[C:8]([F:10])[C:7]([C:11]2[C:15]([Cl:16])=[C:14]([C:17]([F:20])([F:19])[F:18])[N:13]([CH3:21])[N:12]=2)=[CH:6][C:3]=1[CH:4]=[O:5].CC(C)=[O:24].OS(O)(=O)=O.O=[Cr](=O)=O.O>CC(C)=O>[Cl:1][C:2]1[CH:9]=[C:8]([F:10])[C:7]([C:11]2[C:15]([Cl:16])=[C:14]([C:17]([F:20])([F:19])[F:18])[N:13]([CH3:21])[N:12]=2)=[CH:6][C:3]=1[C:4]([OH:24])=[O:5] |f:1.2.3|. Procedure details: To a solution of 2-chloro-5-[4-chloro-1-methyl-5-(trifluoromethyl)-1H-pyrazol-3-yl]-4-fluorobenzaldehyde (4.5 g, 13.2 mmole) in 40 ml of acetone was added 13 ml (26 mmole) of Jones' reagent. The solution was stirred at ambient temperature for 2 hours and poured into 400 ml of water. The resulting solid was filtered and air dried overnight to afford 4.5 g (96%) of 2-chloro-5-[4-chloro-1-methyl-5-(trifluoromethyl)-1H-pyrazol-3-yl]-4-fluoro-benzoic acid as a white solid. An analytical sample was re...